From a dataset of the Open Reaction Database (ORD), a public repository of structured organic reaction records. describe an organic reaction: reactants, conditions, products, and yield The product is COC(=O)c1ccc(Cl)c(Cl)[n+]1[O-]. The reactants are CO, O=C(O)c1ccc(Cl)c(Cl)[n+]1[O-], Cl. RXN SMILES: [CH3:14][OH:15].[Cl:1][c:2]1[cH:3][cH:4][c:5]([C:10](=[O:11])[OH:12])[n+:6]([O-:9])[c:7]1[Cl:8].[ClH:13]>>[Cl:1][c:2]1[cH:3][cH:4][c:5]([C:10](=[O:11])[O:12][CH3:14])[n+:6]([O-:9])[c:7]1[Cl:8]. Product: O1C(=CC=C1)C(=O)OCC (ethyl furan-2-carboxylate). The reactants are CC1=CC=NC=C1 (4-methylpyridine), N1=CC=C(C=C1)C1=C(OC=C1)C(=O)OCC (ethyl 3-(4-pyridyl)furan-2-carboxylate). Procedure: In a manner similar to that in Reference Example 13, by using 4-methylpyridine in place of 3,4-dimethylpyridine and using ethyl 3-(4-pyridyl)furan-2-carboxylate (133 mg, 0.612 mmol) obtained in Step 1, in place of ethyl furan-2-carboxylate, the entitled Compound ad (35.3 mg, 18%) was obtained. Reaction SMILES: CC1C=CN=CC=1.N1C=CC([C:14]2[CH:18]=[CH:17][O:16][C:15]=2[C:19]([O:21][CH2:22][CH3:23])=[O:20])=CC=1>>[O:16]1[CH:17]=[CH:18][CH:14]=[C:15]1[C:19]([O:21][CH2:22][CH3:23])=[O:20].